From a dataset of the Open Reaction Database (ORD), a public repository of structured organic reaction records. describe an organic reaction: reactants, conditions, products, and yield Starting materials: CCOC(=O)C(C)CC(Cc1ccc(-c2cccc(Cl)c2)cc1)NC(=O)c1nnn(Cc2ccc(OC)cc2)n1, O=C(O)C(F)(F)F. Product: CCOC(=O)C(C)CC(Cc1ccc(-c2cccc(Cl)c2)cc1)NC(=O)c1nn[nH]n1. RXN SMILES: [CH2:1]([CH3:2])[O:3][C:4]([CH:5]([CH2:6][CH:7]([CH2:8][c:9]1[cH:10][cH:11][c:12](-[c:15]2[cH:16][c:17]([Cl:21])[cH:18][cH:19][cH:20]2)[cH:13][cH:14]1)[NH:22][C:23](=[O:24])[c:25]1[n:26][n:27][n:28]([CH2:30][c:31]2[cH:32][cH:33][c:34]([O:35][CH3:36])[cH:37][cH:38]2)[n:29]1)[CH3:39])=[O:40].[F:41][C:42]([F:43])([F:44])[C:45]([OH:46])=[O:47]>>[CH2:1]([CH3:2])[O:3][C:4]([CH:5]([CH2:6][CH:7]([CH2:8][c:9]1[cH:10][cH:11][c:12](-[c:15]2[cH:16][c:17]([Cl:21])[cH:18][cH:19][cH:20]2)[cH:13][cH:14]1)[NH:22][C:23](=[O:24])[c:25]1[n:26][nH:27][n:28][n:29]1)[CH3:39])=[O:40]. Starting materials: C(C1=CC=CC=C1)NC1=NC=NC2=C1N=C(N=C2N2CCS(CC2)=O)N2CCNCC2 (8-benzylamino-4-(1-oxido-thiomorpholino)-2-piperazino-pyrimido-[5,4-d]-pyrimidine), C=C1CC(=O)O1 (diketene). Solvent: CC(=O)C (acetone). The product is C(CC(=O)C)(=O)N1CCN(CC1)C=1N=C(C2=C(N1)C(=NC=N2)NCC2=CC=CC=C2)N2CCS(CC2)=O (2-(N-Acetoacetyl-piperazino)-8-benzylamino-4-(1-oxido-thiomorpholino)-pyrimido-[5,4-d]-pyrimidine). Reaction SMILES: [CH2:1]([NH:8][C:9]1[C:14]2[N:15]=[C:16]([N:26]3[CH2:31][CH2:30][NH:29][CH2:28][CH2:27]3)[N:17]=[C:18]([N:19]3[CH2:24][CH2:23][S:22](=[O:25])[CH2:21][CH2:20]3)[C:13]=2[N:12]=[CH:11][N:10]=1)[C:2]1[CH:7]=[CH:6][CH:5]=[CH:4][CH:3]=1.[CH2:32]=[C:33]1[O:37][C:35](=[O:36])[CH2:34]1>CC(C)=O>[C:35]([N:29]1[CH2:28][CH2:27][N:26]([C:16]2[N:17]=[C:18]([N:19]3[CH2:20][CH2:21][S:22](=[O:25])[CH2:23][CH2:24]3)[C:13]3[N:12]=[CH:11][N:10]=[C:9]([NH:8][CH2:1][C:2]4[CH:7]=[CH:6][CH:5]=[CH:4][CH:3]=4)[C:14]=3[N:15]=2)[CH2:31][CH2:30]1)(=[O:36])[CH2:34][C:33]([CH3:32])=[O:37]. Procedure: This compound was prepared analogous to Example 5 from 8-benzylamino-4-(1-oxido-thiomorpholino)-2-piperazino-pyrimido-[5,4-d]-pyrimidine and diketene in acetone under reflux. The reactants are C(CC1=CC=CC=C1)OC1=CC=C(C=C1)C(C)=O (4'-phenethyloxy-acetophenone), ice, O (water), Br (hydrobromic acid). Run in CS(=O)C (dimethylsulfoxide). Conditions: temperature 58 celsius. Yields the product O=C(C=O)C1=CC=C(C=C1)OCCC1=CC=CC=C1 (α-Oxo-4-(2-phenylethoxy)-benzeneacetaldehyde). As a reaction SMILES: [CH2:1]([O:9][C:10]1[CH:15]=[CH:14][C:13]([C:16](=[O:18])[CH3:17])=[CH:12][CH:11]=1)[CH2:2][C:3]1[CH:8]=[CH:7][CH:6]=[CH:5][CH:4]=1.Br.[OH2:20]>CS(C)=O>[O:18]=[C:16]([C:13]1[CH:12]=[CH:11][C:10]([O:9][CH2:1][CH2:2][C:3]2[CH:4]=[CH:5][CH:6]=[CH:7][CH:8]=2)=[CH:15][CH:14]=1)[CH:17]=[O:20]. Procedure details: A 27.7 g portion of 4'-phenethyloxy-acetophenone was dissolved in 200 ml of dimethylsulfoxide. A 39.2 ml portion of 48% hydrobromic acid was added in small portions (exothermic), then the mixture was heated at 58° C. for 17 hours. The mixture was poured into 500 ml of ice and water and the solid was collected, washed with water and dried, giving the desired product as a yellow solid, mp 44°-59° C. The reactants are CC1(CCC(C2=CC(=CC=C12)C(C)=O)=O)C (4,4-dimethyl-7-acetyl-3,4-dihydronaphthalen-1(2H)-one), CC1(CCC(C2=CC(=CC=C12)C(C)=O)=O)C (4,4-dimethyl-7-acetyl-3,4-dihydronaphthalen-1(2H)-one), CC1(CC=C(C2=CC(=CC=C12)Br)SC1=CC=CC=C1)C (4,4-dimethyl-7-Bromo-1-phenylthio-3,4-dihydronaphthalene). Yields the product CC1(CC=C(C2=CC(=CC=C12)C(C)=O)SC1=CC=CC=C1)C (4,4-Dimethyl-7-acetyl-1-phenylthio-3,4-dihydronaphthalene). As a reaction SMILES: [CH3:1][C:2]1([CH3:16])[C:11]2[C:6](=[CH:7][C:8]([C:12](=[O:14])[CH3:13])=[CH:9][CH:10]=2)[C:5](=O)[CH2:4][CH2:3]1.C[C:18]1(C)[C:27]2[C:22](=CC(Br)=CC=2)[C:21]([S:29]C2C=CC=CC=2)=[CH:20][CH2:19]1>>[CH3:1][C:2]1([CH3:16])[C:11]2[C:6](=[CH:7][C:8]([C:12](=[O:14])[CH3:13])=[CH:9][CH:10]=2)[C:5]([S:29][C:21]2[CH:22]=[CH:27][CH:18]=[CH:19][CH:20]=2)=[CH:4][CH2:3]1. Procedure details: Employing the procedure used for the preparation of 4,4-dimethyl-7-acetyl-3,4-dihydronaphthalen-1(2H)-one (Compound C1) 1.2 g, (3.5 mmol) of 4,4-dimethyl-7-Bromo-1-phenylthio-3,4-dihydronaphthalene (Compound A35) was converted to the title compound. The reactants are COc1cc(C(=O)O)ccc1-c1cc2cc(Cl)c(Cl)cc2[nH]1, CN1C(C)(C)CC(N)CC1(C)C, CN(C)C=O, O. The product is COc1cc(C(=O)NC2CC(C)(C)N(C)C(C)(C)C2)ccc1-c1cc2cc(Cl)c(Cl)cc2[nH]1. RXN SMILES: [CH3:1][O:2][c:3]1[cH:4][c:5]([C:6](=[O:7])[OH:8])[cH:9][cH:10][c:11]1-[c:12]1[nH:13][c:14]2[cH:15][c:16]([Cl:22])[c:17]([Cl:21])[cH:18][c:19]2[cH:20]1.[NH2:23][CH:24]1[CH2:25][C:26]([CH3:33])([CH3:34])[N:27]([CH3:32])[C:28]([CH3:30])([CH3:31])[CH2:29]1.[O:36]=[CH:37][N:38]([CH3:39])[CH3:40].[OH2:35]>>[CH3:1][O:2][c:3]1[cH:4][c:5]([C:6](=[O:7])[NH:23][CH:24]2[CH2:25][C:26]([CH3:33])([CH3:34])[N:27]([CH3:32])[C:28]([CH3:30])([CH3:31])[CH2:29]2)[cH:9][cH:10][c:11]1-[c:12]1[nH:13][c:14]2[cH:15][c:16]([Cl:22])[c:17]([Cl:21])[cH:18][c:19]2[cH:20]1.